This data is from the Open Reaction Database (ORD), a public repository of structured organic reaction records. The task is: describe an organic reaction: reactants, conditions, products, and yield Starting materials: O=C1C=Cc2cc(Br)ccc21, CN(C)P(=O)(N(C)C)N(C)C, CC(C)I, C1CCOC1, O. Yields the product CC(C)C1Cc2cc(Br)ccc2C1=O. As a reaction SMILES: [Br:1][c:2]1[cH:3][c:4]2[c:8]([cH:9][cH:10]1)[C:7](=[O:11])[CH:6]=[CH:5]2.[CH3:12][N:13]([P:14]([N:15]([CH3:16])[CH3:17])([N:18]([CH3:19])[CH3:20])=[O:21])[CH3:22].[CH:23]([CH3:24])([CH3:25])[I:26].[O:28]1[CH2:29][CH2:30][CH2:31][CH2:32]1.[OH2:27]>>[Br:1][c:2]1[cH:3][c:4]2[c:8]([cH:9][cH:10]1)[C:7](=[O:11])[CH:6]([CH:23]([CH3:24])[CH3:25])[CH2:5]2.